Dataset: the Open Reaction Database (ORD), a public repository of structured organic reaction records. Task: describe an organic reaction: reactants, conditions, products, and yield The reactants are O=C1Cc2ccc(Br)cc2N1, CCO, Cc1ccccc1, CCOC(C)=O, [Na+], [Na+], O=C([O-])[O-], c1ccc(P(c2ccccc2)(c2ccccc2)[Pd](P(c2ccccc2)(c2ccccc2)c2ccccc2)(P(c2ccccc2)(c2ccccc2)c2ccccc2)P(c2ccccc2)(c2ccccc2)c2ccccc2)cc1, OB(O)c1cccs1. Yields the product O=C1Cc2ccc(-c3cccs3)cc2N1. RXN SMILES: [Br:1][c:2]1[cH:3][cH:4][c:5]2[c:9]([cH:10]1)[NH:8][C:7](=[O:11])[CH2:6]2.[CH3:12][CH2:13][OH:14].[CH3:29][c:30]1[cH:31][cH:32][cH:33][cH:34][cH:35]1.[CH3:36][CH2:37][O:38][C:39](=[O:40])[CH3:41].[Na+:15].[Na+:16].[O-:17][C:18](=[O:19])[O-:20].[cH:42]1[cH:43][cH:44][c:45]([P:46]([Pd:47]([P:48]([c:49]2[cH:50][cH:51][cH:52][cH:53][cH:54]2)([c:55]2[cH:56][cH:57][cH:58][cH:59][cH:60]2)[c:61]2[cH:62][cH:63][cH:64][cH:65][cH:66]2)([P:67]([c:68]2[cH:69][cH:70][cH:71][cH:72][cH:73]2)([c:74]2[cH:75][cH:76][cH:77][cH:78][cH:79]2)[c:80]2[cH:81][cH:82][cH:83][cH:84][cH:85]2)[P:86]([c:87]2[cH:88][cH:89][cH:90][cH:91][cH:92]2)([c:93]2[cH:94][cH:95][cH:96][cH:97][cH:98]2)[c:99]2[cH:100][cH:101][cH:102][cH:103][cH:104]2)([c:105]2[cH:106][cH:107][cH:108][cH:109][cH:110]2)[c:111]2[cH:112][cH:113][cH:114][cH:115][cH:116]2)[cH:117][cH:118]1.[s:21]1[c:22]([B:26]([OH:27])[OH:28])[cH:23][cH:24][cH:25]1>>[c:2]1(-[c:22]2[s:21][cH:25][cH:24][cH:23]2)[cH:3][cH:4][c:5]2[c:9]([cH:10]1)[NH:8][C:7](=[O:11])[CH2:6]2. Reaction SMILES: [CH3:1][O:2][c:3]1[cH:4][cH:5][c:6]([CH2:7][N:8]2[C:9](=[O:30])[C:10]3([CH2:11][CH2:12]2)[CH2:13][CH2:14][N:15]([CH2:18][CH:19]2[CH2:20][NH:21][CH2:22][CH:23]2[c:24]2[cH:25][cH:26][cH:27][cH:28][cH:29]2)[CH2:16][CH2:17]3)[cH:31][cH:32]1.[CH3:46][N:47]([c:48]1[cH:49][cH:50][n:51][cH:52][cH:53]1)[CH3:54].[CH:33]1([CH2:36][CH2:37][C:38]([OH:39])=[O:40])[CH2:34][CH2:35]1.[O:41]=[CH:42][N:43]([CH3:44])[CH3:45]>>[CH3:1][O:2][c:3]1[cH:4][cH:5][c:6]([CH2:7][N:8]2[C:9](=[O:30])[C:10]3([CH2:11][CH2:12]2)[CH2:13][CH2:14][N:15]([CH2:18][CH:19]2[CH2:20][N:21]([C:37]([CH2:36][CH:33]4[CH2:34][CH2:35]4)=[O:41])[CH2:22][CH:23]2[c:24]2[cH:25][cH:26][cH:27][cH:28][cH:29]2)[CH2:16][CH2:17]3)[cH:31][cH:32]1. Yields the product COc1ccc(CN2CCC3(CCN(CC4CN(C(=O)CC5CC5)CC4c4ccccc4)CC3)C2=O)cc1. Reactants: COc1ccc(CN2CCC3(CCN(CC4CNCC4c4ccccc4)CC3)C2=O)cc1, CN(C)c1ccncc1, O=C(O)CCC1CC1, CN(C)C=O.